Dataset: the Open Reaction Database (ORD), a public repository of structured organic reaction records. Task: describe an organic reaction: reactants, conditions, products, and yield The reactants are Cl.NO (hydroxylamine hydrochloride), Cl.NO (hydroxylamine hydrochloride), [OH-].[K+] (potassium hydroxide), C(C1=CC=CC=C1)OC=1C(=NC(=CC1C)N1C(=CC=C1C)C)CCCCCCCCCCOCOC (3-(benzyloxy)-6-(2,5-dimethyl-1H-pyrrol-1-yl)-2-(10-(methoxymethoxy)decyl)-4-methylpyridine), [OH-].[K+] (potassium hydroxide), O (water). Solvent: C(C)O.O (ethanol water). The product is C(C1=CC=CC=C1)OC=1C(=CC(=NC1CCCCCCCCCCOCOC)N)C (5-(Benzyloxy)-6-(10-(methoxymethoxy)decyl)-4-methylpyridin-2-amine). As a reaction SMILES: [CH2:1]([O:8][C:9]1[C:10]([CH2:23][CH2:24][CH2:25][CH2:26][CH2:27][CH2:28][CH2:29][CH2:30][CH2:31][CH2:32][O:33][CH2:34][O:35][CH3:36])=[N:11][C:12]([N:16]2C(C)=CC=C2C)=[CH:13][C:14]=1[CH3:15])[C:2]1[CH:7]=[CH:6][CH:5]=[CH:4][CH:3]=1.Cl.NO.[OH-].[K+].O>C(O)C.O>[CH2:1]([O:8][C:9]1[C:14]([CH3:15])=[CH:13][C:12]([NH2:16])=[N:11][C:10]=1[CH2:23][CH2:24][CH2:25][CH2:26][CH2:27][CH2:28][CH2:29][CH2:30][CH2:31][CH2:32][O:33][CH2:34][O:35][CH3:36])[C:2]1[CH:3]=[CH:4][CH:5]=[CH:6][CH:7]=1 |f:1.2,3.4,6.7|. Reported procedure: To stirred solution containing 240 mg (0.49 mmol) of 3-(benzyloxy)-6-(2,5-dimethyl-1H-pyrrol-1-yl)-2-(10-(methoxymethoxy)decyl)-4-methylpyridine in 10 mL of 9:1 ethanol-water were added 338 mg (4.87 mmol) of hydroxylamine hydrochloride followed by 273 mg (4.87 mmol) of potassium hydroxide. The reaction mixture was then stirred at reflux 6 h. then a second portion of 338 mg (4.87 mmol) of hydroxylamine hydrochloride followed by 273 mg (4.87 mmol) of potassium hydroxide was added and the mixture w... The reactants are CC1=C(C(=CC=C1)C)O (2,6-dimethylphenol), COC=1C(=CC(=C(C1)O)C)SC#N (5-Methoxy-2-methyl-4-thiocyanato-phenol). Yields the product CC1=C(C(=CC(=C1)SC#N)C)O (2,6-Dimethyl-4-thiocyanato-phenol). Reaction SMILES: [CH3:1][C:2]1[CH:7]=[CH:6][CH:5]=[C:4]([CH3:8])[C:3]=1[OH:9].COC1C([S:20][C:21]#[N:22])=CC(C)=C(O)C=1>>[CH3:1][C:2]1[CH:7]=[C:6]([S:20][C:21]#[N:22])[CH:5]=[C:4]([CH3:8])[C:3]=1[OH:9]. Reported procedure: Compound XXA was prepared from 2,6-dimethylphenol in a similar manner as described for compound 1B. 400 MHz 1H NMR (DMSO-d6) δ 8.96 (s, 1H), 7.22 (s, 2H), 2.13 (s, 6H).